From a dataset of the Open Reaction Database (ORD), a public repository of structured organic reaction records. describe an organic reaction: reactants, conditions, products, and yield Reactants: C=CCC(CO)N(Cc1ccccc1)c1ccc(F)c(Cl)c1, CC[Zn]CC, ClCCl, O=C(O)C(F)(F)F, [Na+], O=C([O-])O. The product is OCC(CC1CC1)N(Cc1ccccc1)c1ccc(F)c(Cl)c1. Reaction SMILES: [CH2:13]([c:14]1[cH:15][cH:16][cH:17][cH:18][cH:19]1)[N:20]([CH:21]([CH2:22][OH:23])[CH2:24][CH:25]=[CH2:26])[c:27]1[cH:28][c:29]([Cl:34])[c:30]([F:33])[cH:31][cH:32]1.[CH3:1][CH2:2][Zn:3][CH2:4][CH3:5].[Cl:35][CH2:36][Cl:37].[F:6][C:7]([F:8])([F:9])[C:10]([OH:11])=[O:12].[Na+:42].[O-:38][C:39]([OH:40])=[O:41]>>[CH2:1]1[CH:25]([CH2:24][CH:21]([N:20]([CH2:13][c:14]2[cH:15][cH:16][cH:17][cH:18][cH:19]2)[c:27]2[cH:28][c:29]([Cl:34])[c:30]([F:33])[cH:31][cH:32]2)[CH2:22][OH:23])[CH2:26]1. Starting materials: OC1=CC(=CC2=C1C=1CNCCC1C(O2)(C)C)C(C)C (10-hydroxy-8-isopropyl-5,5-dimethyl-1,2,3,4-tetrahydro-5H-[1]benzopyrano[4,3-c]pyridine), ClCC(=O)NC(=O)N (chloroacetylurea). The product is OC1=CC(=CC2=C1C=1CN(CCC1C(O2)(C)C)CC(=O)NC(=O)N)C(C)C ([(10-Hydroxy-8-isopropyl-5,5-dimethyl-1,2,3,4-tetrahydro-5H-[1]benzopyrano[4,3-c]pyridin-2-yl)acetyl]urea). RXN SMILES: [OH:1][C:2]1[C:7]2[C:8]3[CH2:9][NH:10][CH2:11][CH2:12][C:13]=3[C:14]([CH3:17])([CH3:16])[O:15][C:6]=2[CH:5]=[C:4]([CH:18]([CH3:20])[CH3:19])[CH:3]=1.Cl[CH2:22][C:23]([NH:25][C:26]([NH2:28])=[O:27])=[O:24]>>[OH:1][C:2]1[C:7]2[C:8]3[CH2:9][N:10]([CH2:22][C:23]([NH:25][C:26]([NH2:28])=[O:27])=[O:24])[CH2:11][CH2:12][C:13]=3[C:14]([CH3:16])([CH3:17])[O:15][C:6]=2[CH:5]=[C:4]([CH:18]([CH3:20])[CH3:19])[CH:3]=1. Procedure details: The above-titled compound was prepared by reacting 10-hydroxy-8-isopropyl-5,5-dimethyl-1,2,3,4-tetrahydro-5H-[1]benzopyrano[4,3-c]pyridine with chloroacetylurea according to the method of Example 2; m.p. 164°-166°. Reactants: COC(C1=CN=C(C(=C1)N)N)=O (5,6-diamino-nicotinic acid methyl ester), C1(CCCCC1)=O (cyclohexanone). Run at temperature 100 celsius, time 2.5 hour. Yields the product NC=1C=2N(C=C(C1)C(=O)OC)C(=C(N2)C)C (Methyl 8-amino-2,3-dimethylimidazo[1,2-a]pyridine-6-carboxylate). Reaction SMILES: [CH3:1][O:2][C:3](=[O:12])[C:4]1[CH:9]=[C:8]([NH2:10])[C:7]([NH2:11])=[N:6][CH:5]=1.[C:13]1(=O)[CH2:18]CC[CH2:15][CH2:14]1>>[NH2:10][C:8]1[C:7]2[N:6]([C:13]([CH3:18])=[C:14]([CH3:15])[N:11]=2)[CH:5]=[C:4]([C:3]([O:2][CH3:1])=[O:12])[CH:9]=1. Procedure details: To a suspension of 5,6-diamino-nicotinic acid methyl ester (1 eq., 5.1 g) in cyclohexanone (50 ml) bromobutanone (1.2 equiv., 3.9 ml) was added over 10 min. The mixture was heated to 100° C. (inner temperature) and stirred 2.5 h at this temperature. The mixture was cooled to room temperature and the pale solid was filtered off and was washed with TBME (3×10 ml). Drying under reduced pressure at 45° C. Yield: 6.53 g (75%). The reactants are N(=NC(=O)OCC)C(=O)OCC (Diethyl azodicarboxylate), C1(=CC=CC=C1)P(C1=CC=CC=C1)C1=CC=CC=C1 (triphenyl phosphine), C(C=C)OC=1C=C(C=CC1)O (3-allyloxyphenol), COC=1C=C(C=CCO)C=CC1OC (3,4-dimethoxycinnamyl alcohol). Solvent: C1CCOC1 (THF), C(C)OCC (ethyl ether). Conditions: time 8 hour. The product is C(C=C)OC1=C(C=CC=C1)OCC=CC1=CC(=C(C=C1)OC)OC (3,4-Dimethoxycinnamyl allyloxyphenyl ether). Reaction SMILES: N(C(OCC)=O)=NC(OCC)=O.C1(P(C2C=CC=CC=2)C2C=CC=CC=2)C=CC=CC=1.[CH2:32]([O:35][C:36]1[CH:37]=[C:38](O)[CH:39]=[CH:40][CH:41]=1)[CH:33]=[CH2:34].[CH3:43][O:44][C:45]1[CH:46]=[C:47]([CH:52]=[CH:53][C:54]=1[O:55][CH3:56])[CH:48]=[CH:49][CH2:50][OH:51]>C1COCC1.C(OCC)C>[CH2:32]([O:35][C:36]1[CH:37]=[CH:38][CH:39]=[CH:40][C:41]=1[O:51][CH2:50][CH:49]=[CH:48][C:47]1[CH:52]=[CH:53][C:54]([O:55][CH3:56])=[C:45]([O:44][CH3:43])[CH:46]=1)[CH:33]=[CH2:34]. Procedure: Diethyl azodicarboxylate (26.1 g, 0.15 mol) and triphenyl phosphine (39.3 g, 0.15 mol) were added to a solution of 3-allyloxyphenol (15 g, 0.1 mol) and 3,4-dimethoxycinnamyl alcohol (19.4 g, 0.1 mol) in THF (100 ml). The mixture was stirred at room temperature overnight, and ethyl ether was added. The precipitate was filtered off, and the filtrate was evaporated to a residue, which was purified by HPLC using hexane-ethyl acetate (4:1 v/v) as a liquid phase. 3,4-Dimethoxycinnamyl allyloxyphenyl e...